This data is from the Open Reaction Database (ORD), a public repository of structured organic reaction records. The task is: describe an organic reaction: reactants, conditions, products, and yield The reactants are CC(=O)NCCCC(=O)c1ccc(Cl)cc1CCC(=O)O, NC(=O)CO, C1CCOC1. Yields the product CC(=O)NCCCC(=O)c1ccc(Cl)cc1CCC(=O)OCC(N)=O. RXN SMILES: [C:1]([CH3:2])(=[O:3])[NH:4][CH2:5][CH2:6][CH2:7][C:8](=[O:9])[c:10]1[c:11]([CH2:12][CH2:13][C:14](=[O:15])[OH:16])[cH:17][c:18]([Cl:21])[cH:19][cH:20]1.[C:22]([CH2:23][OH:24])(=[O:25])[NH2:26].[O:27]1[CH2:28][CH2:29][CH2:30][CH2:31]1>>[C:1]([CH3:2])(=[O:3])[NH:4][CH2:5][CH2:6][CH2:7][C:8](=[O:9])[c:10]1[c:11]([CH2:12][CH2:13][C:14](=[O:15])[O:16][CH2:23][C:22](=[O:25])[NH2:26])[cH:17][c:18]([Cl:21])[cH:19][cH:20]1. Reactants: CCCCCCC#Cc1ccccc1OCCCC(=O)OCC, [Li+], [OH-]. The product is CCCCCCC#Cc1ccccc1OCCCC(=O)O. RXN SMILES: [C:1](#[C:2][CH2:3][CH2:4][CH2:5][CH2:6][CH2:7][CH3:8])[c:9]1[c:10]([O:11][CH2:12][CH2:13][CH2:14][C:15](=[O:16])[O:17][CH2:18][CH3:19])[cH:20][cH:21][cH:22][cH:23]1.[Li+:24].[OH-:25]>>[C:1](#[C:2][CH2:3][CH2:4][CH2:5][CH2:6][CH2:7][CH3:8])[c:9]1[c:10]([O:11][CH2:12][CH2:13][CH2:14][C:15](=[O:16])[OH:17])[cH:20][cH:21][cH:22][cH:23]1.